This data is from the Open Reaction Database (ORD), a public repository of structured organic reaction records. The task is: describe an organic reaction: reactants, conditions, products, and yield Starting materials: C1(=CC=CC=C1)CN1C=NC(=C1)C1=CC=C(C=C1)O (4-[1-(phenylmethyl)-1H-imidazol-4-yl]phenol), BrC (bromomethane). The solvent is C(C)#N (acetonitrile). Run at time 2 hour. Yields the product [Br-].OC1=CC=C(C=C1)C=1N(C[NH+](C1)CC1=CC=CC=C1)C (4-(4-hydroxyphenyl)-3-methyl-1-(phenylmethyl)-1H-imidazolium bromide). Reaction SMILES: [C:1]1([CH2:7][N:8]2[CH:12]=[C:11]([C:13]3[CH:18]=[CH:17][C:16]([OH:19])=[CH:15][CH:14]=3)[N:10]=[CH:9]2)[CH:6]=[CH:5][CH:4]=[CH:3][CH:2]=1.[Br:20][CH3:21]>C(#N)C>[Br-:20].[OH:19][C:16]1[CH:15]=[CH:14][C:13]([C:11]2[N:10]([CH3:21])[CH2:9][NH+:8]([CH2:7][C:1]3[CH:2]=[CH:3][CH:4]=[CH:5][CH:6]=3)[CH:12]=2)=[CH:18][CH:17]=1 |f:3.4|. Procedure: Through a stirred and refluxing mixture of 5.5 parts of 4-[1-(phenylmethyl)-1H-imidazol-4-yl]phenol and 120 parts of acetonitrile, gaseous bromomethane is bubbled till the solution is clear. Stirring at reflux is continued for 2 hours while gaseous bromomethane is still introduced. The solvent is evaporated and the solid residue is triturated in 2-propanone. The product is filtered off and dried, yielding 7.5 parts of 4-(4-hydroxyphenyl)-3-methyl-1-(phenylmethyl)-1H-imidazolium bromide. Reactants: CC(=O)[O-], Cc1ccccc1, Cl, C=CC(COC(c1ccccc1)(c1ccccc1)c1ccccc1)OCC(=O)c1ccccc1F, NO, [Na+]. Product: Fc1ccccc1C12COC(COC(c3ccccc3)(c3ccccc3)c3ccccc3)C1CON2. RXN SMILES: [CH3:37][C:38](=[O:39])[O-:40].[CH3:44][c:45]1[cH:46][cH:47][cH:48][cH:49][cH:50]1.[ClH:41].[F:1][c:2]1[c:3]([C:8]([CH2:9][O:10][CH:11]([CH2:12][O:13][C:14]([c:15]2[cH:16][cH:17][cH:18][cH:19][cH:20]2)([c:21]2[cH:22][cH:23][cH:24][cH:25][cH:26]2)[c:27]2[cH:28][cH:29][cH:30][cH:31][cH:32]2)[CH:33]=[CH2:34])=[O:35])[cH:4][cH:5][cH:6][cH:7]1.[NH2:42][OH:43].[Na+:36]>>[F:1][c:2]1[c:3]([C:8]23[CH2:9][O:10][CH:11]([CH2:12][O:13][C:14]([c:15]4[cH:16][cH:17][cH:18][cH:19][cH:20]4)([c:21]4[cH:22][cH:23][cH:24][cH:25][cH:26]4)[c:27]4[cH:28][cH:29][cH:30][cH:31][cH:32]4)[CH:33]2[CH2:34][O:43][NH:42]3)[cH:4][cH:5][cH:6][cH:7]1. Reactants: FC=1C=C(C2=C(C=CO2)C1)C(C(=O)OCC)C (ethyl 2-(5-fluorobenzofur-7-yl)propionate), C(=O)N (formamide), C[O-].[Na+] (sodium methoxide). Run in CN(C=O)C (dimethylformamide), C(C)(=O)OCC (ethyl acetate). Conditions: temperature 100 celsius. Product: FC=1C=C(C2=C(C=CO2)C1)C(C(=O)N)C (2-(5-fluorobenzofur-7-yl)propionamide). Yield: 25.0%. RXN SMILES: [F:1][C:2]1[CH:3]=[C:4]([CH:11]([CH3:17])[C:12](OCC)=[O:13])[C:5]2[O:9][CH:8]=[CH:7][C:6]=2[CH:10]=1.C([NH2:20])=O.C[O-].[Na+]>CN(C)C=O.C(OCC)(=O)C>[F:1][C:2]1[CH:3]=[C:4]([CH:11]([CH3:17])[C:12]([NH2:20])=[O:13])[C:5]2[O:9][CH:8]=[CH:7][C:6]=2[CH:10]=1 |f:2.3|. Reported procedure: To a solution of 0.27 gm (1.15 mMol) ethyl 2-(5-fluorobenzofur-7-yl)propionate in 4 mL dimethylformamide were added sequentially 0.16 mL (3.91 mMol) freshly distilled formamide and 0.81 mL (0.80 mMol) sodium methoxide (1 M in methanol) dropwise and the resulting mixture was heated at 100° C. for 45 minutes. The reaction mixture was cooled to room temperature and was then diluted with 25 volumes of ethyl acetate. The mixture was then washed sequentially with water and saturated aqueous sodium chl... Starting materials: NC=1C=C(C=CC1)C1=C(C=NC2=C(C=CC=C12)C)C(=O)C1=CC=CC=C1 ([4-(3-amino-phenyl)-8-methyl-quinolin-3-yl]-phenyl-methanone), COC(CC1=CC=C(C=C1)C=O)=O ((4-formyl-phenyl)-acetic acid methyl ester). Yields the product C(C1=CC=CC=C1)(=O)C=1C=NC2=C(C=CC=C2C1C=1C=C(C=CC1)NCC1=CC=C(C=C1)CC(=O)O)C ([4-({[3-(3-BENZOYL-8-METHYLQUINOLIN-4-YL)PHENYL]AMINO}METHYL)PHENYL]ACETIC ACID). As a reaction SMILES: [NH2:1][C:2]1[CH:3]=[C:4]([C:8]2[C:17]3[C:12](=[C:13]([CH3:18])[CH:14]=[CH:15][CH:16]=3)[N:11]=[CH:10][C:9]=2[C:19]([C:21]2[CH:26]=[CH:25][CH:24]=[CH:23][CH:22]=2)=[O:20])[CH:5]=[CH:6][CH:7]=1.C[O:28][C:29](=[O:39])[CH2:30][C:31]1[CH:36]=[CH:35][C:34]([CH:37]=O)=[CH:33][CH:32]=1>>[C:19]([C:9]1[CH:10]=[N:11][C:12]2[C:17]([C:8]=1[C:4]1[CH:3]=[C:2]([NH:1][CH2:37][C:34]3[CH:33]=[CH:32][C:31]([CH2:30][C:29]([OH:39])=[O:28])=[CH:36][CH:35]=3)[CH:7]=[CH:6][CH:5]=1)=[CH:16][CH:15]=[CH:14][C:13]=2[CH3:18])(=[O:20])[C:21]1[CH:26]=[CH:25][CH:24]=[CH:23][CH:22]=1. Procedure: The title compound was prepared from [4-(3-amino-phenyl)-8-methyl-quinolin-3-yl]-phenyl-methanone and (4-formyl-phenyl)-acetic acid methyl ester according to the procedure of Example 66. MS (ESI) m/z 487; MS (ESI) m/z 485. Reactants: Intermediate 2, FC=1C=CC=C2C=3C(CCCC3N(C12)C)=O (8-Fluoro-9-methyl-1,2,3,9-tetrahydro-4H-carbazol-4-one), C(C)(C)[N-]C(C)C.[Li+] (lithium diisopropylamide), C([O-])([O-])=O.[K+].[K+] (potassium carbonate), CC1=CC=C(C=C1)COC(=O)NNC(=O)C2=NC=CN=C2 (pH10), C(CCC)[Li] (n-Butyllithium), C(C)(C)NC(C)C (Diisopropylamine), CS(=O)(=O)O (methanesulphonic acid). Run in C1CCOC1 (THF), C1CCOC1 (THF), O (water), C(C)(=O)O (acetic acid), C1CCOC1 (THF). Reaction conditions: time 15 minute. The product is FC=1C=CC=C2C=3C(C(CCC3N(C12)C)=CC=1N=CNC1C)=O (8-Fluoro-1,2,3,9-tetrahydro-9methyl-3-[(5-methyl-1H-imidazol-4-yl)methylene]-4H-carbazol-4-one). As a reaction SMILES: [CH:1](NC(C)C)(C)C.C([Li])CCC.[F:13][C:14]1[CH:15]=[CH:16][CH:17]=[C:18]2[C:26]=1[N:25]([CH3:27])[C:24]1[CH2:23][CH2:22][CH2:21][C:20](=[O:28])[C:19]2=1.C([N-]C(C)C)(C)C.[Li+].CS(O)(=O)=O.CC1C=CC(COC(NN[C:55]([C:57]2[CH:62]=[N:61][CH:60]=C[N:58]=2)=O)=O)=CC=1.C(=O)([O-])[O-].[K+].[K+]>C1COCC1.O.C(O)(=O)C>[F:13][C:14]1[CH:15]=[CH:16][CH:17]=[C:18]2[C:26]=1[N:25]([CH3:27])[C:24]1[CH2:23][CH2:22][C:21](=[CH:1][C:62]3[N:61]=[CH:60][NH:58][C:57]=3[CH3:55])[C:20](=[O:28])[C:19]2=1 |f:3.4,7.8.9|. Reported procedure: Diisopropylamine (2.35 ml) in dry THF (15 ml) was cooled to -78° under nitrogen. n-Butyllithium (124 M solution in hexane; 13.4 ml) was added, and the mixture was stirred for 15 min. before cooling to -78°. 8-Fluoro-9-methyl-1,2,3,9-tetrahydro-4H-carbazol-4-one (3 g) in dry THF (70 ml) was cooled to -78° under nitrogen, the lithium diisopropylamide solution was added, and the resulting mixture was warmed to -40° over 1 h, before re-cooling to -78°. Intermediate 2 (4.9 g) in dry THF (50 ml) was a... Reactants: CC(=O)[O-], CC(=O)[O-], COC(=O)c1ccc(B(O)O)cc1, CC(c1ccc(O)cc1Cl)C(O)(c1ccc(=O)n(C)c1)C(F)(F)F, ClCCl, [Cu+2], c1ccncc1. The product is COC(=O)c1ccc(Oc2ccc(C(C)C(O)(c3ccc(=O)n(C)c3)C(F)(F)F)c(Cl)c2)cc1. As a reaction SMILES: [C:47]([O-:48])(=[O:49])[CH3:50].[C:52]([O-:53])(=[O:54])[CH3:55].[CH3:25][O:26][C:27](=[O:28])[c:29]1[cH:30][cH:31][c:32]([B:35]([OH:36])[OH:37])[cH:33][cH:34]1.[Cl:1][c:2]1[c:3]([CH:9]([C:10]([C:11]([F:12])([F:13])[F:14])([OH:15])[c:16]2[cH:17][cH:18][c:19](=[O:23])[n:20]([CH3:22])[cH:21]2)[CH3:24])[cH:4][cH:5][c:6]([OH:8])[cH:7]1.[Cl:44][CH2:45][Cl:46].[Cu+2:51].[cH:38]1[cH:39][cH:40][n:41][cH:42][cH:43]1>>[Cl:1][c:2]1[c:3]([CH:9]([C:10]([C:11]([F:12])([F:13])[F:14])([OH:15])[c:16]2[cH:17][cH:18][c:19](=[O:23])[n:20]([CH3:22])[cH:21]2)[CH3:24])[cH:4][cH:5][c:6]([O:8][c:32]2[cH:31][cH:30][c:29]([C:27]([O:26][CH3:25])=[O:28])[cH:34][cH:33]2)[cH:7]1.